From a dataset of the Open Reaction Database (ORD), a public repository of structured organic reaction records. describe an organic reaction: reactants, conditions, products, and yield Starting materials: ClC1=CC=C(C=C1)C1=NC=2N(C(=C1)C(F)F)N=CC2C(=O)O (5-(4-chloro-phenyl)-7-difluoromethyl-pyrazolo[1,5-a]pyrimidine-3-carboxylic acid), N1(CCOCC1)S(=O)(=O)C=1C=C(C=CC1)N (3-(morpholine-4-sulfonyl)-phenylamine). Yields the product N1(CCOCC1)S(=O)(=O)C=1C=C(C=CC1)NC(=O)C=1C=NN2C1N=C(C=C2C(F)F)C2=CC=C(C=C2)Cl (5-(4-Chloro-phenyl)-7-difluoromethyl-pyrazolo[1,5-a]pyrimidine-3-carboxylic acid[3-(morpholine-4-sulfonyl)-phenyl]-amide). Reaction SMILES: [Cl:1][C:2]1[CH:7]=[CH:6][C:5]([C:8]2[CH:13]=[C:12]([CH:14]([F:16])[F:15])[N:11]3[N:17]=[CH:18][C:19]([C:20]([OH:22])=O)=[C:10]3[N:9]=2)=[CH:4][CH:3]=1.[N:23]1([S:29]([C:32]2[CH:33]=[C:34]([NH2:38])[CH:35]=[CH:36][CH:37]=2)(=[O:31])=[O:30])[CH2:28][CH2:27][O:26][CH2:25][CH2:24]1>>[N:23]1([S:29]([C:32]2[CH:33]=[C:34]([NH:38][C:20]([C:19]3[CH:18]=[N:17][N:11]4[C:12]([CH:14]([F:16])[F:15])=[CH:13][C:8]([C:5]5[CH:6]=[CH:7][C:2]([Cl:1])=[CH:3][CH:4]=5)=[N:9][C:10]=34)=[O:22])[CH:35]=[CH:36][CH:37]=2)(=[O:31])=[O:30])[CH2:24][CH2:25][O:26][CH2:27][CH2:28]1. Reported procedure: The title compound was prepared from 5-(4-chloro-phenyl)-7-difluoromethyl-pyrazolo[1,5-a]pyrimidine-3-carboxylic acid (example C.3) and 3-(morpholine-4-sulfonyl)-phenylamine [CAS 22184-97-0; commercially available] according to general procedure II. Yellow solid. MS (ISP) 548.3 [(M+H)+]; mp 253° C. Starting materials: C[O-].[Na+] (sodium methoxide), O1[C@@H]2[C@H]1CC1=CC=CC=C21 (cis-(±)-1,2-epoxyindan), Cl (hydrochloric acid), O (water). Solvent: CO (methanol), CO (methanol). Conditions: temperature 30 celsius, time 90 minute. The product is CO[C@H]1[C@@H](CC2=CC=CC=C12)O (trans-(±)-1-methoxyindan-2-ol). Isolated yield 65.4%. Reaction SMILES: [CH3:1][O-:2].[Na+].[O:4]1[C@@H:6]2[CH2:7][C:8]3[C:13]([C@H:5]12)=[CH:12][CH:11]=[CH:10][CH:9]=3.O.Cl>CO>[CH3:1][O:2][C@@H:5]1[C:13]2[C:8](=[CH:9][CH:10]=[CH:11][CH:12]=2)[CH2:7][C@H:6]1[OH:4] |f:0.1|. Reported procedure: Into a 500 ml four-neck flask, 120 ml of methanol was introduced and 16.4 g (0.304 mol) of sodium methoxide powder was dissolved therein. At 30° C., 20.0 g (0.152 mol) of cis-(±)-1,2-epoxyindan (VI) dissolved in 80 ml of methanol was dropwise added thereto in a period of 90 minutes. After this mixture was stirred at 30° C. for 5 hours, 100 ml of water was added thereto. The resulting mixture was neutralized with 270 ml of 1N hydrochloric acid and then methanol was distilled off under reduced pre... Starting materials: CCN=C=NCCCN(C)C, CN(C)C=O, COc1ccc(-c2c(Cl)c(CN)nc3sc4c(c23)CCN(Cc2ccccc2)C4)cc1OC, O, O=C(O)Cn1cncn1. The product is COc1ccc(-c2c(Cl)c(CNC(=O)Cn3cncn3)nc3sc4c(c23)CCN(Cc2ccccc2)C4)cc1OC. As a reaction SMILES: [CH2:1]([N:2]=[C:3]=[N:4][CH2:5][CH2:6][CH2:7][N:8]([CH3:9])[CH3:10])[CH3:11].[CH3:54][N:55]([CH3:56])[CH:57]=[O:58].[NH2:12][CH2:13][c:14]1[c:15]([Cl:44])[c:16](-[c:34]2[cH:35][c:36]([O:42][CH3:43])[c:37]([O:40][CH3:41])[cH:38][cH:39]2)[c:17]2[c:18]([n:19]1)[s:20][c:21]1[c:26]2[CH2:25][CH2:24][N:23]([CH2:27][c:28]2[cH:29][cH:30][cH:31][cH:32][cH:33]2)[CH2:22]1.[OH2:59].[n:45]1([CH2:50][C:51](=[O:52])[OH:53])[n:46][cH:47][n:48][cH:49]1>>[NH:12]([CH2:13][c:14]1[c:15]([Cl:44])[c:16](-[c:34]2[cH:35][c:36]([O:42][CH3:43])[c:37]([O:40][CH3:41])[cH:38][cH:39]2)[c:17]2[c:18]([n:19]1)[s:20][c:21]1[c:26]2[CH2:25][CH2:24][N:23]([CH2:27][c:28]2[cH:29][cH:30][cH:31][cH:32][cH:33]2)[CH2:22]1)[C:51]([CH2:50][n:45]1[n:46][cH:47][n:48][cH:49]1)=[O:52].